The task is: describe an organic reaction: reactants, conditions, products, and yield. This data is from the Open Reaction Database (ORD), a public repository of structured organic reaction records. Reactants: ClC=1C(=C(C=C2C(C(=CN(C12)C1=CC(=C(C=C1)F)OC)C(=O)OCC)=O)F)F (Ethyl 8-chloro-6,7-difluoro-1-(4-fluoro-3-methoxyphenyl)-4-oxo-1,4-dihydroquinoline-3-carboxylate), Cl (hydrochloric acid). The solvent is C(C)(=O)O (acetic acid). The product is ClC=1C(=C(C=C2C(C(=CN(C12)C1=CC(=C(C=C1)F)OC)C(=O)O)=O)F)F (8-Chloro-6,7-difluoro-1-(4-fluoro-3-methoxyphenyl)-4-oxo-1,4-dihydroquinoline-3-carboxylic Acid). Isolated yield 94.2%. Reaction SMILES: [Cl:1][C:2]1[C:3]([F:28])=[C:4]([F:27])[CH:5]=[C:6]2[C:11]=1[N:10]([C:12]1[CH:17]=[CH:16][C:15]([F:18])=[C:14]([O:19][CH3:20])[CH:13]=1)[CH:9]=[C:8]([C:21]([O:23]CC)=[O:22])[C:7]2=[O:26].Cl>C(O)(=O)C>[Cl:1][C:2]1[C:3]([F:28])=[C:4]([F:27])[CH:5]=[C:6]2[C:11]=1[N:10]([C:12]1[CH:17]=[CH:16][C:15]([F:18])=[C:14]([O:19][CH3:20])[CH:13]=1)[CH:9]=[C:8]([C:21]([OH:23])=[O:22])[C:7]2=[O:26]. Procedure: Ethyl 8-chloro-6,7-difluoro-1-(4-fluoro-3-methoxyphenyl)-4-oxo-1,4-dihydroquinoline-3-carboxylate (400 mg) was added to a mixed liquid (1:1, v/v; 2.5 ml) of 2N hydrochloric acid and acetic acid, and the mixture was stirred and heated under reflux for 2 hours. Deposits were collected by filtration and washed with ethanol and diisopropyl ether in that order to obtain the title compound (351 mg) as a colorless powder. Starting materials: CCOC(=O)CC(=O)OCC, CCCCCCCCBr, C[O-], CO, [Na+]. The product is CCCCCCCCC(C(=O)OCC)C(=O)OCC. RXN SMILES: [C:13]([CH2:14][C:15](=[O:16])[O:17][CH2:18][CH3:19])(=[O:20])[O:21][CH2:22][CH3:23].[CH2:1]([CH2:2][CH2:3][CH2:4][CH2:5][CH2:6][CH2:7][CH3:8])[Br:9].[CH3:10][O-:11].[CH3:24][OH:25].[Na+:12]>>[CH2:1]([CH2:2][CH2:3][CH2:4][CH2:5][CH2:6][CH2:7][CH3:8])[CH:14]([C:13](=[O:20])[O:21][CH2:22][CH3:23])[C:15](=[O:16])[O:17][CH2:18][CH3:19]. The reactants are COc1ccccc1CNc1ccc2cc(N)ccc2n1, O=S(=O)(Cl)NC1CC1, c1ccncc1. The product is COc1ccccc1CNc1ccc2cc(NS(=O)(=O)NC3CC3)ccc2n1. Reaction SMILES: [CH3:1][O:2][c:3]1[c:4]([CH2:5][NH:6][c:7]2[n:8][c:9]3[cH:10][cH:11][c:12]([NH2:17])[cH:13][c:14]3[cH:15][cH:16]2)[cH:18][cH:19][cH:20][cH:21]1.[CH:22]1([NH:25][S:26](=[O:27])(=[O:28])[Cl:29])[CH2:23][CH2:24]1.[cH:30]1[cH:31][cH:32][n:33][cH:34][cH:35]1>>[CH3:1][O:2][c:3]1[c:4]([CH2:5][NH:6][c:7]2[n:8][c:9]3[cH:10][cH:11][c:12]([NH:17][S:26]([NH:25][CH:22]4[CH2:23][CH2:24]4)(=[O:27])=[O:28])[cH:13][c:14]3[cH:15][cH:16]2)[cH:18][cH:19][cH:20][cH:21]1. The reactants are C1CN2CCN1CC2, COC(=O)OC, CC(C)Oc1ncc(-c2nc(-c3cccc4c(CCC(=O)O)c[nH]c34)no2)cc1Cl, CN(C)C=O. Product: CC(C)Oc1ncc(-c2nc(-c3cccc4c(CCC(=O)O)cn(C)c34)no2)cc1Cl. Reaction SMILES: [CH2:1]1[N:2]2[CH2:3][CH2:4][N:5]([CH2:6][CH2:7]2)[CH2:8]1.[CH3:39][O:40][C:41]([O:42][CH3:43])=[O:44].[Cl:9][c:10]1[cH:11][c:12](-[c:20]2[n:21][c:22](-[c:25]3[cH:26][cH:27][cH:28][c:29]4[c:30]([CH2:34][CH2:35][C:36](=[O:37])[OH:38])[cH:31][nH:32][c:33]34)[n:23][o:24]2)[cH:13][n:14][c:15]1[O:16][CH:17]([CH3:18])[CH3:19].[O:45]=[CH:46][N:47]([CH3:48])[CH3:49]>>[CH3:1][n:32]1[cH:31][c:30]([CH2:34][CH2:35][C:36](=[O:37])[OH:38])[c:29]2[cH:28][cH:27][cH:26][c:25](-[c:22]3[n:21][c:20](-[c:12]4[cH:11][c:10]([Cl:9])[c:15]([O:16][CH:17]([CH3:18])[CH3:19])[n:14][cH:13]4)[o:24][n:23]3)[c:33]21.